This data is from the Open Reaction Database (ORD), a public repository of structured organic reaction records. The task is: describe an organic reaction: reactants, conditions, products, and yield Procedure: In a similar procedure to that of Example 2-1, 7β-[2-(2-amino-5-chloro-4-thiazolyl)glyoxylylamino]-3-cephem-4-carboxylic acid (276 mg) is treated with methoxyamine hydrochloride (58 mg) in methanol (5 ml) in the presence of sodium carbonate (74 mg) to afford 7β-[2-(2-amino-5-chloro-4-thiazolyl)-2-methoxyiminoacetamido]-3-cephem-4-carboxylic acid. Similarly prepared are compounds of Table 1. Reaction SMILES: [NH2:1][C:2]1[S:3][C:4]([Cl:24])=[C:5]([C:7](=O)[C:8]([NH:10][C@@H:11]2[C:21](=[O:22])[N:13]3[C:14]([C:18]([OH:20])=[O:19])=[CH:15][CH2:16][S:17][C@H:12]23)=[O:9])[N:6]=1.Cl.[CH3:26][O:27][NH2:28].C(=O)([O-])[O-].[Na+].[Na+]>CO>[NH2:1][C:2]1[S:3][C:4]([Cl:24])=[C:5]([C:7](=[N:28][O:27][CH3:26])[C:8]([NH:10][C@@H:11]2[C:21](=[O:22])[N:13]3[C:14]([C:18]([OH:20])=[O:19])=[CH:15][CH2:16][S:17][C@H:12]23)=[O:9])[N:6]=1 |f:1.2,3.4.5|. The product is NC=1SC(=C(N1)C(C(=O)N[C@H]1[C@@H]2N(C(=CCS2)C(=O)O)C1=O)=NOC)Cl (7β-[2-(2-amino-5-chloro-4-thiazolyl)-2-methoxyiminoacetamido]-3-cephem-4-carboxylic acid). The solvent is CO (methanol). Starting materials: NC=1SC(=C(N1)C(C(=O)N[C@H]1[C@@H]2N(C(=CCS2)C(=O)O)C1=O)=O)Cl (7β-[2-(2-amino-5-chloro-4-thiazolyl)glyoxylylamino]-3-cephem-4-carboxylic acid), Cl.CON (methoxyamine hydrochloride), C([O-])([O-])=O.[Na+].[Na+] (sodium carbonate). Reactants: CO, CS(=O)(=O)OCC1COc2c(F)ccc(F)c2C1S(=O)(=O)c1ccc(Cl)cc1, [Na+], [OH-], OCCS. Yields the product O=S(=O)(c1ccc(Cl)cc1)C1c2c(F)ccc(F)c2OCC1CSCCO. RXN SMILES: [CH3:35][OH:36].[Cl:1][c:2]1[cH:3][cH:4][c:5]([S:8](=[O:9])(=[O:10])[CH:11]2[CH:12]([CH2:23][O:24][S:25]([CH3:26])(=[O:27])=[O:28])[CH2:13][O:14][c:15]3[c:16]([F:22])[cH:17][cH:18][c:19]([F:21])[c:20]32)[cH:6][cH:7]1.[Na+:34].[OH-:33].[SH:29][CH2:30][CH2:31][OH:32]>>[Cl:1][c:2]1[cH:3][cH:4][c:5]([S:8](=[O:9])(=[O:10])[CH:11]2[CH:12]([CH2:23][S:29][CH2:30][CH2:31][OH:32])[CH2:13][O:14][c:15]3[c:16]([F:22])[cH:17][cH:18][c:19]([F:21])[c:20]32)[cH:6][cH:7]1. Starting materials: CC(C)CCC[C@@H](C)[C@H]1CC[C@H]2[C@@H]3CC=C4C[C@@H](O)CC[C@]4(C)[C@H]3CC[C@]12C (Cholesterol), C(C)(C)(C)OO (tert-butyl hydroperoxide), Cl[O-].[Na+] (sodium hypochlorite). Run in ClCCl (dichloromethane). Reaction conditions: temperature 2.5 celsius. The product is O=C1[C@H]2[C@@H]3CC[C@H]([C@@H](CCCC(C)C)C)[C@]3(CC[C@@H]2[C@]2(CC[C@@H](CC2=C1)O)C)C (7-oxo-cholesterol). Isolated yield 67.4%. Reaction SMILES: [CH3:1][CH:2]([CH2:4][CH2:5][CH2:6][C@H:7]([C@@H:9]1[C@:27]2([CH3:28])[C@H:12]([C@H:13]3[C@H:24]([CH2:25][CH2:26]2)[C@:22]2([CH3:23])[C:16]([CH2:17][C@H:18]([CH2:20][CH2:21]2)[OH:19])=[CH:15][CH2:14]3)[CH2:11][CH2:10]1)[CH3:8])[CH3:3].C([O:33]O)(C)(C)C.Cl[O-].[Na+]>ClCCl>[O:33]=[C:14]1[CH:15]=[C:16]2[C@:22]([CH3:23])([CH2:21][CH2:20][C@H:18]([OH:19])[CH2:17]2)[C@@H:24]2[C@@H:13]1[C@H:12]1[C@:27]([CH3:28])([CH2:26][CH2:25]2)[C@@H:9]([C@H:7]([CH3:8])[CH2:6][CH2:5][CH2:4][CH:2]([CH3:1])[CH3:3])[CH2:10][CH2:11]1 |f:2.3|. Reported procedure: Cholesterol (13, 1.93 gm, 0.005 mol) and tert-butyl hydroperoxide (4.2 ml of 70% aq. solution, 0.03 mol) were dissolved in dichloromethane (20 ml). The mixture was stirred vigorously, cooled to 0-5° C. and a dilute solution of sodium hypochlorite (15 ml, 5.25% available chlorine) was added slowly in the form of fine, small droplets during ten hours at 0-5° C. After completion of addition, the dichloromethane layer was separated, washed with water, aqueous sodium bisulfite solution (10%, 2×10 ml)... Reactants: C[Mg]Br (Methyl magnesium bromide), solution, CC(C(C)C)(C1=NC=C(C=C1)OCC1=NC=CC=C1)C1=CC=C(C=C1)C1=CC(=NO1)C(=O)OCC (ethyl 5-(4-{1,2-dimethyl-1-[5-(pyridin-2-ylmethoxy)pyridin-2-yl]propyl}phenyl)isoxazole-3-carboxylate). The solvent is C1(=CC=CC=C1)C.C1CCOC1 (toluene THF), C1CCOC1 (THF). Run at time 1 hour. Yields the product CC(C(C)C)(C1=NC=C(C=C1)OCC1=NC=CC=C1)C1=CC=C(C=C1)C1=CC(=NO1)C(C)(C)O (2-[5-(4-{1,2-dimethyl-1-[5-(pyridin-2-ylmethoxy)pyridin-2-yl]propyl}phenyl)isoxazol-3-yl]propan-2-ol). As a reaction SMILES: C[Mg]Br.[CH3:4][C:5]([C:23]1[CH:28]=[CH:27][C:26]([C:29]2[O:33][N:32]=[C:31](C(OCC)=O)[CH:30]=2)=[CH:25][CH:24]=1)([C:9]1[CH:14]=[CH:13][C:12]([O:15][CH2:16][C:17]2[CH:22]=[CH:21][CH:20]=[CH:19][N:18]=2)=[CH:11][N:10]=1)[CH:6]([CH3:8])[CH3:7]>C1(C)C=CC=CC=1.C1COCC1.C1COCC1>[CH3:4][C:5]([C:23]1[CH:24]=[CH:25][C:26]([C:29]2[O:33][N:32]=[C:31]([C:12]([OH:15])([CH3:13])[CH3:11])[CH:30]=2)=[CH:27][CH:28]=1)([C:9]1[CH:14]=[CH:13][C:12]([O:15][CH2:16][C:17]2[CH:22]=[CH:21][CH:20]=[CH:19][N:18]=2)=[CH:11][N:10]=1)[CH:6]([CH3:7])[CH3:8] |f:2.3|. Reported procedure: Methyl magnesium bromide (334 μL of a 1.4M solution in toluene:THF (75:25), 0.468 mmol) was added to a stirred solution of 1c (55.0 mg, 0.117 mmol) in THF (1.00 mL) at 0° C. After approximately 1 h, the reaction was quenched with water, and the resulting mixture was purified directly by flash chromatography on silica gel (gradient elution; 0%-100% EtOAc/hexanes as eluent) to afford the title compound 2a. m/z (ES) 457 (MH)+. 1HNMR (500 MHz, CDCl3): δ 8.61 (d, 1H, J=4.6 Hz), 7.67 (m, 1H), 7.67 (d,... The reactants are 11, ClC1=CC=C(C=C1)CC(=O)NC1=C(C=C(C=C1)C(C(C)C)N1N=CN=C1)[N+](=O)[O-] (4-chloro-N-[4-[2-methyl-1-(1H-1,2,4-triazol-1-yl)propyl]-2-nitrophenyl]benzeneacetamide), N1=CC=CC=C1 (pyridine), Cl (HCl), [K] (potassium), ice water. Solvent: CC(C)(C)O (2-methyl-2-propanol). Run at time 1 hour. Product: ClC1=CC=C(C=C1)C=1C(NC2=CC=C(C=C2N1)C(C(C)C)N1N=CN=C1)=O (3-(4-chlorophenyl)-6-[2-methyl-1-(1H-1,2,4-triazol-1-yl)propyl]-2(1H)-quinoxalinone), oxide. Isolated yield 61.8%. As a reaction SMILES: [Cl:1][C:2]1[CH:7]=[CH:6][C:5]([CH2:8][C:9]([NH:11][C:12]2[CH:17]=[CH:16][C:15]([CH:18]([N:22]3[CH:26]=[N:25][CH:24]=[N:23]3)[CH:19]([CH3:21])[CH3:20])=[CH:14][C:13]=2[N+:27]([O-])=O)=[O:10])=[CH:4][CH:3]=1.N1C=CC=CC=1.[K].Cl>CC(O)(C)C>[Cl:1][C:2]1[CH:7]=[CH:6][C:5]([C:8]2[C:9](=[O:10])[NH:11][C:12]3[C:13]([N:27]=2)=[CH:14][C:15]([CH:18]([N:22]2[CH:26]=[N:25][CH:24]=[N:23]2)[CH:19]([CH3:21])[CH3:20])=[CH:16][CH:17]=3)=[CH:4][CH:3]=1 |^1:35|. Reported procedure: To a stirred mixture of 11 parts of 4-chloro-N-[4-[2-methyl-1-(1H-1,2,4-triazol-1-yl)propyl]-2-nitrophenyl]benzeneacetamide and 49 parts of pyridine were added 3.6 parts of 2-methyl-2-propanol, potassium salt under a nitrogen atmosphere. After stirring for 1 hour at room temperature, the reaction mixture was poured into ice-water. The whole was neutralized with HCl 3N and the product was extracted with dichloromethane. The extract was dried, filtered and evaporated. The residue was purified by c...